Dataset: the Open Reaction Database (ORD), a public repository of structured organic reaction records. Task: describe an organic reaction: reactants, conditions, products, and yield As a reaction SMILES: [Cl:1][c:2]1[c:3]([OH:18])[c:4]([C:5](=[O:6])[O:7][CH3:8])[cH:9][c:10]([O:12][CH2:13][CH:14]=[C:15]([Cl:16])[Cl:17])[cH:11]1.[F:19][C:20]([c:21]1[cH:22][cH:23][c:24]([O:27][CH2:28][CH2:29][CH2:30][OH:31])[n:25][cH:26]1)([F:32])[F:33].[O:53]=[C:54]([O:55][CH2:56][CH3:57])[N:58]=[N:59][C:60]([O:61][CH2:62][CH3:63])=[O:64].[O:65]1[CH2:66][CH2:67][CH2:68][CH2:69]1.[c:34]1([P:35]([c:36]2[cH:37][cH:38][cH:39][cH:40][cH:41]2)[c:42]2[cH:43][cH:44][cH:45][cH:46][cH:47]2)[cH:48][cH:49][cH:50][cH:51][cH:52]1>>[Cl:1][c:2]1[c:3]([O:18][CH2:30][CH2:29][CH2:28][O:27][c:24]2[cH:23][cH:22][c:21]([C:20]([F:19])([F:32])[F:33])[cH:26][n:25]2)[c:4]([C:5](=[O:6])[O:7][CH3:8])[cH:9][c:10]([O:12][CH2:13][CH:14]=[C:15]([Cl:16])[Cl:17])[cH:11]1. Starting materials: COC(=O)c1cc(OCC=C(Cl)Cl)cc(Cl)c1O, OCCCOc1ccc(C(F)(F)F)cn1, CCOC(=O)N=NC(=O)OCC, C1CCOC1, c1ccc(P(c2ccccc2)c2ccccc2)cc1. The product is COC(=O)c1cc(OCC=C(Cl)Cl)cc(Cl)c1OCCCOc1ccc(C(F)(F)F)cn1. The reactants are CC(C)(C)OC(=O)N1CCC(n2c(=O)n(CC(F)(F)F)c3cc(F)ccc32)CC1, ClC(Cl)Cl, O=C(O)C(F)(F)F. Yields the product O=c1n(CC(F)(F)F)c2cc(F)ccc2n1C1CCNCC1. As a reaction SMILES: [C:1]([O:2][C:3](=[O:4])[N:8]1[CH2:9][CH2:10][CH:11]([n:14]2[c:15](=[O:29])[n:16]([CH2:24][C:25]([F:26])([F:27])[F:28])[c:17]3[c:18]2[cH:19][cH:20][c:21]([F:23])[cH:22]3)[CH2:12][CH2:13]1)([CH3:5])([CH3:6])[CH3:7].[CH:37]([Cl:38])([Cl:39])[Cl:40].[OH:30][C:31]([C:32]([F:33])([F:34])[F:35])=[O:36]>>[NH:8]1[CH2:9][CH2:10][CH:11]([n:14]2[c:15](=[O:29])[n:16]([CH2:24][C:25]([F:26])([F:27])[F:28])[c:17]3[c:18]2[cH:19][cH:20][c:21]([F:23])[cH:22]3)[CH2:12][CH2:13]1. Starting materials: 44, NC1CC(N(CC1)C(=O)OC)C (methyl 4-amino-2-methyl-1-piperidinecarboxylate), ClC1=C(C=C(C=C1)Cl)[N+](=O)[O-] (1,4-dichloro-2-nitrobenzene), C([O-])([O-])=O.[Na+].[Na+] (sodium carbonate), [I-].[K+] (potassium iodide), C1(CCCCC1)O (cyclohexanol). Conditions: temperature 160 celsius, time 10 hour. Yields the product ClC1=CC(=C(C=C1)NC1CC(N(CC1)C(=O)OC)C)[N+](=O)[O-] (methyl 4-(4-chloro-2-nitrophenylamino)-2-methyl-1-piperidinecarboxylate). Reaction SMILES: [NH2:1][CH:2]1[CH2:7][CH2:6][N:5]([C:8]([O:10][CH3:11])=[O:9])[CH:4]([CH3:12])[CH2:3]1.Cl[C:14]1[CH:19]=[CH:18][C:17]([Cl:20])=[CH:16][C:15]=1[N+:21]([O-:23])=[O:22].C(=O)([O-])[O-].[Na+].[Na+].[I-].[K+].C1(O)CCCCC1>>[Cl:20][C:17]1[CH:18]=[CH:19][C:14]([NH:1][CH:2]2[CH2:7][CH2:6][N:5]([C:8]([O:10][CH3:11])=[O:9])[CH:4]([CH3:12])[CH2:3]2)=[C:15]([N+:21]([O-:23])=[O:22])[CH:16]=1 |f:2.3.4,5.6|. Procedure details: A mixture of 44 parts of methyl 4-amino-2-methyl-1-piperidinecarboxylate, 57.6 parts of 1,4-dichloro-2-nitrobenzene, 32 parts of sodium carbonate, 0.2 parts of potassium iodide and 160 parts of cyclohexanol is stirred for 10 hours at 160° C. After cooling, the reaction mixture is evaporated and water is added to the residue. The product is extracted with methylbenzene. The extract is washed successively twice with water and twice with a diluted hydrochloric acid solution. The formed precipitate ... Reactants: ClC(COC(=O)N(C1=NOC=C1)C[C@H]1CN(C(O1)=O)C1=CC(=C(C=C1)N1C=NC=C1)F)(Cl)Cl (5(R)—(N-(2,2,2-Trichloroethyloxycarbonyl)-isoxazol-3-ylaminomethyl)-3-(4-imidazol-1-yl-3-fluorophenyl)oxazolidin-2-one). The reagents and catalysts are [Zn] (Zinc), [Zn] (zinc). Solvent: C(C)(=O)O (acetic acid), O (water). Reaction conditions: time 20 minute. The product is O1N=C(C=C1)NC[C@H]1CN(C(O1)=O)C1=CC(=C(C=C1)N1C=NC=C1)F (5(S)-Isoxazol-3-ylaminomethyl-3-(4-imidazol-1-yl-3-fluorophenyl)-oxazolidin-2-one). The yield is 41.8%. Reaction SMILES: ClC(Cl)(Cl)COC([N:7]([CH2:13][C@@H:14]1[O:18][C:17](=[O:19])[N:16]([C:20]2[CH:25]=[CH:24][C:23]([N:26]3[CH:30]=[CH:29][N:28]=[CH:27]3)=[C:22]([F:31])[CH:21]=2)[CH2:15]1)[C:8]1[CH:12]=[CH:11][O:10][N:9]=1)=O>C(O)(=O)C.O.[Zn]>[O:10]1[CH:11]=[CH:12][C:8]([NH:7][CH2:13][C@@H:14]2[O:18][C:17](=[O:19])[N:16]([C:20]3[CH:25]=[CH:24][C:23]([N:26]4[CH:30]=[CH:29][N:28]=[CH:27]4)=[C:22]([F:31])[CH:21]=3)[CH2:15]2)=[N:9]1. Procedure: 5(R)—(N-(2,2,2-Trichloroethyloxycarbonyl)-isoxazol-3-ylaminomethyl)-3-(4-imidazol-1-yl-3-fluorophenyl)oxazolidin-2-one (crude, 1.7 g, ˜2.5 mM), was stirred in a mixture of acetic acid (40 ml) and water (18 ml) under nitrogen at ambient temperature. Zinc dust (824 mg, 12.5 mM) was added, the mixture stirred 20 minutes, a further portion (200 mg) of zinc added, and stirring continued for 1 hour. The mixture was filtered through celite, and the filter pad washed well with a mixture of acetic acid a... Reactants: ClC1=C(C(=O)O)C=CC=C1Cl (2,3-dichlorobenzoic acid), CC1=NC=C(C=N1)C(CN)C1CCOCC1 (2-(2-methylpyrimidin-5-yl)-2-(tetrahydro-2H-pyran-4-yl)ethanamine). Yields the product ClC1=C(C(=O)NCC(C2CCOCC2)C=2C=NC(=NC2)C)C=CC=C1Cl (2,3-dichloro-N-(2-(2-methylpyrimidin-5-yl)-2-(tetrahydro-2H-pyran-4-yl)ethyl)benzamide). Reaction SMILES: [Cl:1][C:2]1[C:10]([Cl:11])=[CH:9][CH:8]=[CH:7][C:3]=1[C:4]([OH:6])=O.[CH3:12][C:13]1[N:18]=[CH:17][C:16]([CH:19]([CH:22]2[CH2:27][CH2:26][O:25][CH2:24][CH2:23]2)[CH2:20][NH2:21])=[CH:15][N:14]=1>>[Cl:1][C:2]1[C:10]([Cl:11])=[CH:9][CH:8]=[CH:7][C:3]=1[C:4]([NH:21][CH2:20][CH:19]([C:16]1[CH:17]=[N:18][C:13]([CH3:12])=[N:14][CH:15]=1)[CH:22]1[CH2:23][CH2:24][O:25][CH2:26][CH2:27]1)=[O:6]. Reported procedure: From 2,3-dichlorobenzoic acid and 2-(2-methylpyrimidin-5-yl)-2-(tetrahydro-2H-pyran-4-yl)ethanamine. LCMS (MH+): m/z=394.1, tR (minutes, Method F)=1.88